Dataset: the Open Reaction Database (ORD), a public repository of structured organic reaction records. Task: describe an organic reaction: reactants, conditions, products, and yield Reactants: CC(=O)O[BH-](OC(C)=O)OC(C)=O, CCNCC, C1CCOC1, CC(=O)O, CCOC(C)=O, CCOC(=O)c1cc2cc(C=O)ccc2o1, [NH4+], [Na+], [OH-], O. Yields the product CCOC(=O)c1cc2cc(CN(CC)CC)ccc2o1. RXN SMILES: [C:26]([O:27][BH-:28]([O:29][C:30](=[O:31])[CH3:32])[O:33][C:34](=[O:35])[CH3:36])(=[O:37])[CH3:38].[CH2:17]([CH3:18])[NH:19][CH2:20][CH3:21].[CH2:42]1[O:43][CH2:44][CH2:45][CH2:46]1.[CH3:22][C:23](=[O:24])[OH:25].[CH3:47][CH2:48][O:49][C:50]([CH3:51])=[O:52].[CH:1](=[O:2])[c:3]1[cH:4][cH:5][c:6]2[c:7]([cH:8][c:9]([C:11](=[O:12])[O:13][CH2:14][CH3:15])[o:10]2)[cH:16]1.[NH4+:41].[Na+:39].[OH-:40].[OH2:53]>>[CH2:1]([c:3]1[cH:4][cH:5][c:6]2[c:7]([cH:8][c:9]([C:11](=[O:12])[O:13][CH2:14][CH3:15])[o:10]2)[cH:16]1)[N:19]([CH2:17][CH3:18])[CH2:20][CH3:21]. Starting materials: N1=CC=C(C=C1)C1=NC=NN1C1=CC=C(OCC2=NC3=CC=CC=C3C=C2)C=C1 (2-[4-(5-Pyridin-4-yl-[1,2,4]triazol-1-yl)-phenoxymethyl]-quinoline), N1=C(C=CC2=CC=CC=C12)COC1=CC=C(C(=O)N)C=C1 (4-(Quinolin-2-ylmethoxy)-benzamide), N1=CC=C(C=C1)NN (Pyridin-4-yl-hydrazine). Yields the product N1=CC=C(C=C1)N1N=CN=C1C1=CC=C(OCC2=NC3=CC=CC=C3C=C2)C=C1 (2-[4-(2-Pyridin-4-yl-2H-[1,2,4]triazol-3-yl)-phenoxymethyl]-quinoline). As a reaction SMILES: N1C=CC(C2N([C:12]3[CH:29]=[CH:28][C:15]([O:16][CH2:17][C:18]4[CH:27]=[CH:26][C:25]5[C:20](=[CH:21][CH:22]=[CH:23][CH:24]=5)[N:19]=4)=[CH:14][CH:13]=3)N=CN=2)=CC=1.[N:30]1[C:39]2C(=CC=CC=2)C=C[C:31]=1COC1C=CC(C(N)=O)=CC=1.[N:51]1[CH:56]=[CH:55][C:54]([NH:57][NH2:58])=[CH:53][CH:52]=1>>[N:51]1[CH:56]=[CH:55][C:54]([N:57]2[C:39]([C:12]3[CH:13]=[CH:14][C:15]([O:16][CH2:17][C:18]4[CH:27]=[CH:26][C:25]5[C:20](=[CH:21][CH:22]=[CH:23][CH:24]=5)[N:19]=4)=[CH:28][CH:29]=3)=[N:30][CH:31]=[N:58]2)=[CH:53][CH:52]=1. Reported procedure: Following the procedure for the preparation of 2-[4-(5-Pyridin-4-yl-[1,2,4]triazol-1-yl)-phenoxymethyl]-quinoline but substituting 4-(Quinolin-2-ylmethoxy)-benzamide and Pyridin-4-yl-hydrazine provided the title compound. 1H NMR (400 MHz, CDCl3) δ 8.65 (d, J=6.2 Hz, 2 H), 8.21 (d, J=8.3 Hz, 1 H), 8.08 (s, 1H), 8.07 (d, J=7.9 Hz, 1H), 7.84 (d, J=8.3 Hz, 1H), 7.73 (m, 1 H), 7.65 (d, J=8.7 Hz, 1 H), 7.55 (m, 1 H), 7.43 (d, J=9.1 Hz, 2H), 7.32 (d, J=6.2 Hz, 2 H), 7.05 (d, J=8.7Hz, 2H), 5.40 (s, 2H);... Reactants: N[C@H](CS)C(=O)O (D-cysteine), C([O-])([O-])=O.[Na+].[Na+] (sodium carbonate), S-alkyl, BrCC(=O)OCC1=CC=C(C=C1)OC (p-methoxybenzyl bromoacetate). The solvent is C1CCOC1.O (THF water). Yields the product C(C1=CC=CC=C1)OC(=O)CSC[C@H](N)C(=O)O (S-benzyloxycarbonylmethylcysteine). As a reaction SMILES: [NH2:1][C@@H:2]([C:5]([OH:7])=[O:6])[CH2:3][SH:4].Br[CH2:9][C:10]([O:12][CH2:13][C:14]1[CH:19]=[CH:18][C:17](OC)=[CH:16][CH:15]=1)=[O:11].C(=O)([O-])[O-].[Na+].[Na+]>C1COCC1.O>[CH2:13]([O:12][C:10]([CH2:9][S:4][CH2:3][C@@H:2]([C:5]([OH:7])=[O:6])[NH2:1])=[O:11])[C:14]1[CH:19]=[CH:18][CH:17]=[CH:16][CH:15]=1 |f:2.3.4,5.6|. Reported procedure: D-cysteine is S-alkyl substituted with p-methoxybenzyl bromoacetate in presence of sodium carbonate in a THF-water medium. The S-benzyloxycarbonylmethylcysteine thus obtained is N-acylated with (R)-3-tetradecanoyloxytetradecanoic acid chloride, and the S-alkyl-N-acyl-D-cysteine derivative is then coupled with (2R)-5-amino-2-[(R)-3-hydroxytetradecanoylamino]pentan-1-ol amine {obtained by hydrogenolysis of the (2R)-5-amino-2-[(R)-3-benzyloxy-tetradecanoyl-amino]pentan-1-ol, see 4.1.1.} in presence... Reactants: foam, C(C)(=O)NC=1C=C(COC2C(C(C(C(O2)COC(CC2=CC(=C(C=C2)OC)OC)=O)OC2C(C(C3OC(OCC3O2)C2=CC=CC=C2)O)O)O)O)C=CC1Cl ((3,4-dimethoxy-phenyl)-acetic acid 6-(3-acetylamino-4-chloro-benzyloxy)-3-(7,8-dihydroxy-2-phenyl-hexahydro-pyrano[3,2-d][1,3]dioxin-6-yloxy)-4,5-dihydroxy-tetrahydro-pyran-2-ylmethyl ester), [K+].[Br-] (KBr). The solvent is O (H2O). The product is C(C)(=O)OC1C(C(OC(C1OC(C)=O)OCC1=CC(=C(C=C1)Cl)NC(C)=O)COC(CC1=CC(=C(C=C1)OC)OC)=O)OC1C(C(C2OC(OCC2O1)C1=CC=CC=C1)OC(C)=O)OC(C)=O ((3,4-Dimethoxy-phenyl)-acetic acid 4,5-diacetoxy-6-(3-acetylamino-4-chloro-benzyloxy)-3-(7,8-diacetoxy-2-phenyl-hexahydro-pyrano[3,2-d][1,3]dioxin-6-yloxy)-tetrahydro-pyran-2-ylmethyl ester). Reaction SMILES: [C:1]([NH:4][C:5]1[CH:6]=[C:7]([CH:52]=[CH:53][C:54]=1[Cl:55])[CH2:8][O:9][CH:10]1[O:15][CH:14]([CH2:16][O:17][C:18](=[O:30])[CH2:19][C:20]2[CH:25]=[CH:24][C:23]([O:26][CH3:27])=[C:22]([O:28][CH3:29])[CH:21]=2)[CH:13]([O:31][CH:32]2[O:41][CH:40]3[CH:35]([O:36][CH:37]([C:42]4[CH:47]=[CH:46][CH:45]=[CH:44][CH:43]=4)[O:38][CH2:39]3)[CH:34]([OH:48])[CH:33]2[OH:49])[CH:12]([OH:50])[CH:11]1[OH:51])(=[O:3])[CH3:2].[K+].[Br-]>O>[C:14]([O:50][CH:12]1[CH:11]([O:51][C:18](=[O:17])[CH3:19])[CH:10]([O:9][CH2:8][C:7]2[CH:52]=[CH:53][C:54]([Cl:55])=[C:5]([NH:4][C:1](=[O:3])[CH3:2])[CH:6]=2)[O:15][CH:14]([CH2:16][O:17][C:18](=[O:30])[CH2:19][C:20]2[CH:25]=[CH:24][C:23]([O:26][CH3:27])=[C:22]([O:28][CH3:29])[CH:21]=2)[CH:13]1[O:31][CH:32]1[O:41][CH:40]2[CH:35]([O:36][CH:37]([C:42]3[CH:47]=[CH:46][CH:45]=[CH:44][CH:43]=3)[O:38][CH2:39]2)[CH:34]([O:48][C:8](=[O:9])[CH3:7])[CH:33]1[O:49][C:1](=[O:3])[CH3:2])(=[O:15])[CH3:13] |f:1.2|. Reported procedure: The title compound was prepared as a white foam (0.105 g, 89%) from (3,4-dimethoxy-phenyl)-acetic acid 6-(3-acetylamino-4-chloro-benzyloxy)-3-(7,8-dihydroxy-2-phenyl-hexahydro-pyrano[3,2-d][1,3]dioxin-6-yloxy)-4,5-dihydroxy-tetrahydro-pyran-2-ylmethyl ester using a procedure similar to Example 25, mp >98° C. (decomp.); 1H NMR (DMSO-d6) δ1.92 (s, 3H), 1.94 (s, 3H), 1.97 (s, 3H), 1.99 (s, 3H), 2.07 (s, 3H), 3.62-3.77 (m, 4H), 3.66 (s, 3H), 3.67 (s, 3H), 3.89 (t, J=9.2 Hz, 2H), 3.99-4.03 (m, 1H), 4... Reactants: NC1=C(CN2C(=CC=C2)C(=O)O)C=CC=C1 (1-(o-Aminobenzyl)-2-pyrrolecarboxylic acid), CN1CCN(CC1)C1=NC2=C(CN3C1=CC=C3)C=CC=C2 (11-(4-Methyl-1-piperazinyl)-5H-pyrrolo[2,1-c][1,4]benzodiazepine), CN1CCN(CC1)C1=NC2=C(CN3C1=CC=C3)C=CC=C2 (11-(4-Methyl-1-piperazinyl)-5H-pyrrolo[2,1-c][1,4]benzodiazepine). Run in C(Cl)Cl (methylene chloride). Yields the product NC1=C(CN2C=CC=C2)C=CC=C1 (1-(o-aminobenzyl)pyrrole). Reaction SMILES: [NH2:1][C:2]1[CH:16]=[CH:15][CH:14]=[CH:13][C:3]=1[CH2:4][N:5]1[CH:9]=[CH:8][CH:7]=[C:6]1C(O)=O.CN1CCN(C2C3=CC=CN3CC3C=CC=CC=3N=2)CC1>C(Cl)Cl>[NH2:1][C:2]1[CH:16]=[CH:15][CH:14]=[CH:13][C:3]=1[CH2:4][N:5]1[CH:9]=[CH:8][CH:7]=[CH:6]1. Procedure: 1-(o-Aminobenzyl)-2-pyrrolecarboxylic acid, prepared by hydrolysis of 1-(o-aminobenzyl)-2-pyrrolecarbonitrile (Example 1) with potassium hydroxide (Example 1), is heated above its melting point for several minutes (245°-250° C.). After the evolution of gases ceases the residue is cooled, taken up in methylene chloride, and a small amount of precipitate is filtered. The filtrate is evaporated and the residue is crystallized with the aid of petroleum ether to give 1-(o-aminobenzyl)pyrrole. Reactants: CCC1=CC=C(C=C1)C(=O)C (4-ethylacetophenone), N1CCOCC1 (morpholine), [S] (sulfur), N1CCOCC1 (morpholine), [OH-].[Na+] (sodium hydroxide). Run in O (water), O (water). Reaction conditions: temperature 40 celsius, time 3 hour. The product is C(C)C1=CC=C(C=C1)CC(=O)O (4-Ethylbenzeneacetic Acid). As a reaction SMILES: [CH3:1][CH2:2][C:3]1[CH:8]=[CH:7][C:6](C(C)=O)=[CH:5][CH:4]=1.N1[CH2:17][CH2:16][O:15]CC1.[S].[OH-:19].[Na+]>O>[CH2:2]([C:3]1[CH:8]=[CH:7][C:6]([CH2:17][C:16]([OH:15])=[O:19])=[CH:5][CH:4]=1)[CH3:1] |f:3.4,^3:17|. Reported procedure: A 300 ml 3-neck flask equipped with a mechanical stirrer, condenser, dropping funnel, and Dean-Stark trap was charged with 66.9 grams (0.45 mol) 4-ethylacetophenone, 62.1 grams (0.71 mol) morpholine, and 22.8 grams (0.71 mol) sulfur. The contents were heated to 135°-140° C. under nitrogen, in some cases with removal of water. After 3 hours, the mixture was cooled to about 40° C. and about 120 grams of a 20% aqueous sodium hydroxide solution was added with stirring. This mixture was then heated t... The reactants are CC(=O)O[BH-](OC(C)=O)OC(C)=O, C1CCOC1, CC(=O)Cl, CO, CCCC=O, Cn1ncc(Cl)c1-c1cc(NC(=O)c2cccc(C(F)(F)F)c2)ccc1OCC(C)(C)N, [Na+]. Yields the product CCCCNC(C)(C)COc1ccc(NC(=O)c2cccc(C(F)(F)F)c2)cc1-c1c(Cl)cnn1C. RXN SMILES: [C:1]([O:2][BH-:3]([O:4][C:5](=[O:6])[CH3:7])[O:8][C:9](=[O:10])[CH3:11])(=[O:12])[CH3:13].[CH2:56]1[O:57][CH2:58][CH2:59][CH2:60]1.[CH3:52][C:53](=[O:54])[Cl:55].[CH3:61][OH:62].[CH:47]([CH2:48][CH2:49][CH3:50])=[O:51].[NH2:15][C:16]([CH2:17][O:18][c:19]1[c:20](-[c:38]2[n:39]([CH3:44])[n:40][cH:41][c:42]2[Cl:43])[cH:21][c:22]([NH:25][C:26]([c:27]2[cH:28][c:29]([C:33]([F:34])([F:35])[F:36])[cH:30][cH:31][cH:32]2)=[O:37])[cH:23][cH:24]1)([CH3:45])[CH3:46].[Na+:14]>>[NH:15]([C:16]([CH2:17][O:18][c:19]1[c:20](-[c:38]2[n:39]([CH3:44])[n:40][cH:41][c:42]2[Cl:43])[cH:21][c:22]([NH:25][C:26]([c:27]2[cH:28][c:29]([C:33]([F:34])([F:35])[F:36])[cH:30][cH:31][cH:32]2)=[O:37])[cH:23][cH:24]1)([CH3:45])[CH3:46])[CH2:47][CH2:48][CH2:49][CH3:50]. The reactants are CC(=O)O, COc1cc2ncc(C(N)=O)c(Cl)c2cc1OC, Nc1cccc2[nH]ccc12, [Na+], CN(C)C=O, [OH-], O. Yields the product COc1cc2ncc(C(N)=O)c(Nc3cccc4[nH]ccc34)c2cc1OC. As a reaction SMILES: [CH3:29][C:30](=[O:31])[OH:32].[Cl:1][c:2]1[c:3]([C:16](=[O:17])[NH2:18])[cH:4][n:5][c:6]2[cH:7][c:8]([O:14][CH3:15])[c:9]([O:12][CH3:13])[cH:10][c:11]12.[NH2:19][c:20]1[c:21]2[cH:22][cH:23][nH:24][c:25]2[cH:26][cH:27][cH:28]1.[Na+:34].[O:35]=[CH:36][N:37]([CH3:38])[CH3:39].[OH-:33].[OH2:40]>>[c:2]1([NH:19][c:20]2[c:21]3[cH:22][cH:23][nH:24][c:25]3[cH:26][cH:27][cH:28]2)[c:3]([C:16](=[O:17])[NH2:18])[cH:4][n:5][c:6]2[cH:7][c:8]([O:14][CH3:15])[c:9]([O:12][CH3:13])[cH:10][c:11]12. The reactants are Cc1cc(N)c(OC(C)C)cc1C1CCNCC1, CC(C)O, CC(C)S(=O)(=O)c1ccccc1Nc1cc(Cl)nc2ccnn12, Cl, C1COCCO1. The product is Cc1cc(Nc2cc(Nc3ccccc3S(=O)(=O)C(C)C)n3nccc3n2)c(OC(C)C)cc1C1CCNCC1. RXN SMILES: [CH:24]([CH3:25])([CH3:26])[O:27][c:28]1[c:29]([NH2:30])[cH:31][c:32]([CH3:41])[c:33]([CH:35]2[CH2:36][CH2:37][NH:38][CH2:39][CH2:40]2)[cH:34]1.[CH:43]([OH:44])([CH3:45])[CH3:46].[Cl:1][c:2]1[n:3][c:4]2[n:5]([c:6]([NH:8][c:9]3[c:10]([S:15](=[O:16])(=[O:17])[CH:18]([CH3:19])[CH3:20])[cH:11][cH:12][cH:13][cH:14]3)[cH:7]1)[n:21][cH:22][cH:23]2.[ClH:42].[O:47]1[CH2:48][CH2:49][O:50][CH2:51][CH2:52]1>>[c:2]1([NH:30][c:29]2[c:28]([O:27][CH:24]([CH3:25])[CH3:26])[cH:34][c:33]([CH:35]3[CH2:36][CH2:37][NH:38][CH2:39][CH2:40]3)[c:32]([CH3:41])[cH:31]2)[n:3][c:4]2[n:5]([c:6]([NH:8][c:9]3[c:10]([S:15](=[O:16])(=[O:17])[CH:18]([CH3:19])[CH3:20])[cH:11][cH:12][cH:13][cH:14]3)[cH:7]1)[n:21][cH:22][cH:23]2. The reactants are C([O-])([O-])=O.[K+].[K+] (potassium carbonate), CS(=O)C (dimethylsulfoxide), C(#CC(=O)OC)C(=O)OC (dimethyl acetylenedicarboxylate), CS(=O)C (dimethylsulfoxide), NC1=C(C(=NN1C1=CC=CC=C1)SC)C#N (5-amino-3-methylthio-1-phenylpyrazole-4-carbonitrile). Solvent: O (water). Product: NC1=C2C(=NC(=C1C(=O)OC)C(=O)OC)N(N=C2SC)C2=CC=CC=C2 (dimethyl 4-amino-3-methylthio-1-phenyl-1H-pyrazolo[3,4-b]pyridine-5,6-dicarboxylate). Isolated yield 25.6%. As a reaction SMILES: CS(C)=O.[C:5]([C:11]([O:13][CH3:14])=[O:12])#[C:6][C:7]([O:9][CH3:10])=[O:8].[NH2:15][C:16]1[N:20]([C:21]2[CH:26]=[CH:25][CH:24]=[CH:23][CH:22]=2)[N:19]=[C:18]([S:27][CH3:28])[C:17]=1[C:29]#[N:30].C(=O)([O-])[O-].[K+].[K+]>O>[NH2:30][C:29]1[C:6]([C:7]([O:9][CH3:10])=[O:8])=[C:5]([C:11]([O:13][CH3:14])=[O:12])[N:15]=[C:16]2[N:20]([C:21]3[CH:26]=[CH:25][CH:24]=[CH:23][CH:22]=3)[N:19]=[C:18]([S:27][CH3:28])[C:17]=12 |f:3.4.5|. Procedure details: A dimethylsulfoxide (20 ml) solution of 9.0 g (63 mmol) of dimethyl acetylenedicarboxylate was dropwise added to a mixture comprised of 11.5 g (50 mmol) of 5-amino-3-methylthio-1-phenylpyrazole-4-carbonitrile, 20.8 g (145 mmol) of anhydrous potassium carbonate and 300 ml of dimethylsulfoxide, while stirring and cooling with ice, and then stirred for further 60 hours at room temperature. During the stirring, the reaction liquid was changed from brown to greenish brown. After the reaction, the liq...